This data is from the Open Reaction Database (ORD), a public repository of structured organic reaction records. The task is: describe an organic reaction: reactants, conditions, products, and yield Reactants: COC(=O)C12Cc3cnn(-c4ccc(F)cc4)c3C=C1CCN(S(=O)(=O)c1ccc(Cl)nc1)C2, Cl, FC1CCNC1. The product is COC(=O)C12Cc3cnn(-c4ccc(F)cc4)c3C=C1CCN(S(=O)(=O)c1ccc(N3CCC(F)C3)nc1)C2. Reaction SMILES: [CH3:1][O:2][C:3](=[O:4])[C:5]12[CH2:6][c:7]3[c:8]([n:25](-[c:28]4[cH:29][cH:30][c:31]([F:34])[cH:32][cH:33]4)[n:26][cH:27]3)[CH:9]=[C:10]1[CH2:11][CH2:12][N:13]([S:15](=[O:16])(=[O:17])[c:18]1[cH:19][n:20][c:21]([Cl:24])[cH:22][cH:23]1)[CH2:14]2.[ClH:35].[F:36][CH:37]1[CH2:38][NH:39][CH2:40][CH2:41]1>>[CH3:1][O:2][C:3](=[O:4])[C:5]12[CH2:6][c:7]3[c:8]([n:25](-[c:28]4[cH:29][cH:30][c:31]([F:34])[cH:32][cH:33]4)[n:26][cH:27]3)[CH:9]=[C:10]1[CH2:11][CH2:12][N:13]([S:15](=[O:16])(=[O:17])[c:18]1[cH:19][n:20][c:21]([N:39]3[CH2:38][CH:37]([F:36])[CH2:41][CH2:40]3)[cH:22][cH:23]1)[CH2:14]2. Starting materials: C1(C=2C(C(N1CC#N)=O)=CC=CC2)=O (phthalimidoacetonitrile), P(=S)(OCC)(OCC)[S-] (O,O-diethyl dithiophosphate). Solvent: solution, Cl (hydrogen chloride), C(C)(=O)OCC (ethyl acetate). Run at time 6 hour. The product is C1(C=2C(C(N1CC(=S)N)=O)=CC=CC2)=O (phthalimidothioacetamide). RXN SMILES: [C:1]1(=[O:14])[N:5]([CH2:6][C:7]#[N:8])[C:4](=[O:9])[C:3]2=[CH:10][CH:11]=[CH:12][CH:13]=[C:2]12.P([S-])(OCC)(OCC)=[S:16]>Cl.C(OCC)(=O)C>[C:4]1(=[O:9])[N:5]([CH2:6][C:7]([NH2:8])=[S:16])[C:1](=[O:14])[C:2]2=[CH:13][CH:12]=[CH:11][CH:10]=[C:3]12. Procedure: In a 20 ml 4N solution of hydrogen chloride in ethyl acetate, 3.07 g of phthalimidoacetonitrile was dissolved. To the resulting solution, 3.17 ml of O,O-diethyl dithiophosphate was added, followed by stirring at room temperature for 6 hours. The precipitate formed was collected by filtration, and washed successively with ethyl acetate and diethyl ether, whereby 2.29 g of phthalimidothioacetamide was obtained. Reaction SMILES: [H-].[H-].[H-].[H-].[Li+].[Al+3].[CH3:7][N:8]([CH3:19])[C:9]1[CH:18]=[CH:17][C:12]([CH:13]=[CH:14][CH:15]=[O:16])=[CH:11][CH:10]=1.Cl.C([O-])(O)=O.[Na+]>C1COCC1>[CH3:19][N:8]([CH3:7])[C:9]1[CH:18]=[CH:17][C:12]([CH2:13][CH2:14][CH2:15][OH:16])=[CH:11][CH:10]=1 |f:0.1.2.3.4.5,8.9|. Product: CN(C1=CC=C(C=C1)CCCO)C (3-(4-(dimethylamino)phenyl)propan-1-ol). Solvent: C1CCOC1 (THF). Reactants: C(=O)(O)[O-].[Na+] (NaHCO3), [H-].[H-].[H-].[H-].[Li+].[Al+3] (LiAlH4), CN(C1=CC=C(C=CC=O)C=C1)C (4-(dimethylamino)cinnamaldehyde), Cl (HCl). Procedure details: LiAlH4 (0.066 g, 1.71 mmol) was added to a solution of 4-(dimethylamino)cinnamaldehyde (0.10 g, 0.57 mmol) in anhydrous THF (2 mL). The reaction mixture was heated at reflux for 2 hours and cooled to rt. To the reaction mixture was added 1M HCl dropwise. The reaction mixture was stirred for 5 minutes before saturated NaHCO3 was added and the mixture was extracted with DCM. The organic phases were dried over MgSO4, filtered, and concentrated under reduced pressure. The crude material was purified... Starting materials: CC(=O)O[BH-](OC(C)=O)OC(C)=O, C[N+](C)(C)C, ClCCl, O=C(O)C(F)(F)F, CN(C)CCCN(C)c1ccc(C(=O)Nc2n[nH]c3ccc(OCc4cc(F)cc(F)c4)cc23)c(N)c1, O=C1CCOCC1. Product: CN(C)CCCN(C)c1ccc(C(=O)Nc2n[nH]c3ccc(OCc4cc(F)cc(F)c4)cc23)c(NC2CCOCC2)c1. Reaction SMILES: [C:52]([O:53][BH-:54]([O:55][C:56](=[O:57])[CH3:58])[O:59][C:60](=[O:61])[CH3:62])(=[O:63])[CH3:64].[CH3:65][N+:66]([CH3:67])([CH3:68])[CH3:69].[Cl:70][CH2:71][Cl:72].[F:45][C:46]([F:47])([F:48])[C:49]([OH:50])=[O:51].[NH2:1][c:2]1[c:3]([C:4](=[O:5])[NH:6][c:7]2[n:8][nH:9][c:10]3[cH:11][cH:12][c:13]([O:16][CH2:17][c:18]4[cH:19][c:20]([F:25])[cH:21][c:22]([F:24])[cH:23]4)[cH:14][c:15]23)[cH:26][cH:27][c:28]([N:30]([CH3:31])[CH2:32][CH2:33][CH2:34][N:35]([CH3:36])[CH3:37])[cH:29]1.[O:38]1[CH2:39][CH2:40][C:41](=[O:44])[CH2:42][CH2:43]1>>[NH:1]([c:2]1[c:3]([C:4](=[O:5])[NH:6][c:7]2[n:8][nH:9][c:10]3[cH:11][cH:12][c:13]([O:16][CH2:17][c:18]4[cH:19][c:20]([F:25])[cH:21][c:22]([F:24])[cH:23]4)[cH:14][c:15]23)[cH:26][cH:27][c:28]([N:30]([CH3:31])[CH2:32][CH2:33][CH2:34][N:35]([CH3:36])[CH3:37])[cH:29]1)[CH:41]1[CH2:40][CH2:39][O:38][CH2:43][CH2:42]1. Reactants: Br.BrC=1C(=NC(=C(C1O)Br)C)C (3,5-dibromo-2,6-dimethylpyridin-4-ol, hydrobromide), O=P(Cl)(Cl)Cl (POCl3), CN(C1=CC=CC=C1)C (N,N-dimethylaniline). Solvent: CCOCC (ether). Reaction conditions: temperature 130 celsius, time 2 hour. Yields the product BrC=1C(=NC(=C(C1Cl)Br)C)C (3,5-dibromo-4-chloro-2,6-dimethylpyridine). Isolated yield 63.1%. As a reaction SMILES: Br.[Br:2][C:3]1[C:4]([CH3:12])=[N:5][C:6]([CH3:11])=[C:7]([Br:10])[C:8]=1O.O=P(Cl)(Cl)[Cl:15].CN(C)C1C=CC=CC=1>CCOCC>[Br:2][C:3]1[C:4]([CH3:12])=[N:5][C:6]([CH3:11])=[C:7]([Br:10])[C:8]=1[Cl:15] |f:0.1|. Procedure details: A 500-mL RB-flask was charged with solid 3,5-dibromo-2,6-dimethylpyridin-4-ol, hydrobromide (94 g, 260 mmol) and POCl3 (150 ml, 1609 mmol) was added. To this white slurry was added N,N-dimethylaniline (39.5 ml, 312 mmol) and the reaction mixture was heated to 130° C. (oil bath temp). After stirring for 2 h, the reaction mixture was cooled, concentrated and the brown residue taken up in toluene (100 mL) and concentrated to remove any unreacted POCl3. Then, the residue was treated with ice (250 g)... Starting materials: [Br-].C(CC1=CC=CC=C1)[P+](C1=CC=CC=C1)(C1=CC=CC=C1)C1=CC=CC=C1 (phenethyltriphenylphosphonium bromide), [Li]CCCC (n-BuLi), C(C)(C)C=1C=C(C=CC1)C(CC=O)C (3-(3-isopropylphenyl)butanal). Product: C(C)(C)C1=CC(=CC=C1)C(C)CC=CCC1=CC=CC=C1 (1-Isopropyl-3-(6-phenylhex-4-en-2-yl)benzene). The yield is 81.5%. Reaction SMILES: [Br-].[CH2:2]([P+](C1C=CC=CC=1)(C1C=CC=CC=1)C1C=CC=CC=1)[CH2:3][C:4]1[CH:9]=[CH:8][CH:7]=[CH:6][CH:5]=1.[Li]CCCC.[CH:34]([C:37]1[CH:38]=[C:39]([CH:43]([CH3:47])[CH2:44][CH:45]=O)[CH:40]=[CH:41][CH:42]=1)([CH3:36])[CH3:35]>>[CH:34]([C:37]1[CH:42]=[CH:41][CH:40]=[C:39]([CH:43]([CH2:44][CH:45]=[CH:2][CH2:3][C:4]2[CH:5]=[CH:6][CH:7]=[CH:8][CH:9]=2)[CH3:47])[CH:38]=1)([CH3:36])[CH3:35] |f:0.1|. Procedure details: Starting from phenethyltriphenylphosphonium bromide (5.00 g, 11.2 mmol, 1.0 equiv.), n-BuLi (1.6 M in hexanes, 7.0 mL, 11.2 mmol, 1.0 equiv.) and 3-(3-isopropylphenyl)butanal (3.20 g, 16.8 mmol, 1.5 equiv.), 2.54 g (82%) of the title compound as a colorless oil was obtained after purification by flash chromatography on SiO2 (cyclohexane/EtOAc 997:3). Starting materials: [N+](=O)([O-])C=1C=CC2=C(NC(=N2)C(=O)OCC)C1 (ethyl 6-nitro-1H-benzimidazole-2-carboxylate). The reagents and catalysts are [Pd] (palladium). Solvent: C(C)O (ethanol). Conditions: time 3 hour. Product: NC=1C=CC2=C(NC(=N2)C(=O)OCC)C1 (Ethyl 6-amino-1H-benzimidazole-2-carboxylate). RXN SMILES: [N+:1]([C:4]1[CH:5]=[CH:6][C:7]2[N:11]=[C:10]([C:12]([O:14][CH2:15][CH3:16])=[O:13])[NH:9][C:8]=2[CH:17]=1)([O-])=O>C(O)C.[Pd]>[NH2:1][C:4]1[CH:5]=[CH:6][C:7]2[N:11]=[C:10]([C:12]([O:14][CH2:15][CH3:16])=[O:13])[NH:9][C:8]=2[CH:17]=1. Reported procedure: A solution of 1.9 g (8.1 mmol) of ethyl 6-nitro-1H-benzimidazole-2-carboxylate in 30 ml of ethanol was hydrogenated in the presence of 190 mg of palladium (10% on activated carbon) at RT and standard pressure for 3 h. The reaction mixture was then filtered through kieselguhr and the residue was washed with ethanol. The combined filtrates were concentrated under reduced pressure. The residue was dried under reduced pressure and then purified by flash chromatography (silica gel 50, mobile phase: d... Reactants: [Br-], ClCCCl, CCCC[N+](CCCC)(CCCC)CCCC, [Cl-], O=S(=O)(O)c1ccc(Cl)cc1, NCCc1ccccc1, [Na+], [OH-], O. Yields the product O=S(=O)(NCCc1ccccc1)c1ccc(Cl)cc1. Reaction SMILES: [Br-:28].[CH2:1]([Cl:2])[CH2:3][Cl:4].[CH3:29][CH2:30][CH2:31][CH2:32][N+:33]([CH2:34][CH2:35][CH2:36][CH3:37])([CH2:38][CH2:39][CH2:40][CH3:41])[CH2:42][CH2:43][CH2:44][CH3:45].[Cl-:16].[Cl:17][c:18]1[cH:19][cH:20][c:21]([S:24](=[O:25])(=[O:26])[OH:27])[cH:22][cH:23]1.[NH2:5][CH2:6][CH2:7][c:8]1[cH:9][cH:10][cH:11][cH:12][cH:13]1.[Na+:15].[OH-:14].[OH2:46]>>[NH:5]([CH2:6][CH2:7][c:8]1[cH:9][cH:10][cH:11][cH:12][cH:13]1)[S:24]([c:21]1[cH:20][cH:19][c:18]([Cl:17])[cH:23][cH:22]1)(=[O:25])=[O:26]. Starting materials: CCCCOc1c(NC(C)(C)C)c(=O)c1=O, NCc1cccc(Cl)c1Cl, C1CCOC1. Yields the product CC(C)(C)Nc1c(NCc2cccc(Cl)c2Cl)c(=O)c1=O. Reaction SMILES: [CH2:1]([O:2][c:6]1[c:7](=[O:16])[c:8](=[O:15])[c:9]1[NH:10][C:11]([CH3:12])([CH3:13])[CH3:14])[CH2:3][CH2:4][CH3:5].[Cl:17][c:18]1[c:19]([CH2:20][NH2:21])[cH:22][cH:23][cH:24][c:25]1[Cl:26].[O:27]1[CH2:28][CH2:29][CH2:30][CH2:31]1>>[c:6]1([NH:21][CH2:20][c:19]2[c:18]([Cl:17])[c:25]([Cl:26])[cH:24][cH:23][cH:22]2)[c:7](=[O:16])[c:8](=[O:15])[c:9]1[NH:10][C:11]([CH3:12])([CH3:13])[CH3:14].